The task is: describe an organic reaction: reactants, conditions, products, and yield. This data is from the Open Reaction Database (ORD), a public repository of structured organic reaction records. Run in O (water). Yields the product COC(CC1=CC(=CC=C1)S)=O ((3-Mercapto-phenyl)-acetic acid methyl ester). Reaction SMILES: [CH3:1][O:2][C:3](=[O:17])[CH2:4][C:5]1[CH:10]=[CH:9][CH:8]=[C:7]([S:11]C(=O)N(C)C)[CH:6]=1.[OH-].[K+].CO>O>[CH3:1][O:2][C:3](=[O:17])[CH2:4][C:5]1[CH:10]=[CH:9][CH:8]=[C:7]([SH:11])[CH:6]=1 |f:1.2|. Starting materials: COC(CC1=CC(=CC=C1)SC(N(C)C)=O)=O ((3-dimethylcarbamoylsulfanyl-phenyl)-acetic acid methyl ester), [OH-].[K+] (potassium hydroxide), CO (methanol). Procedure: A mixture of (3-dimethylcarbamoylsulfanyl-phenyl)-acetic acid methyl ester (2.0 g., 7.9 mmol), potassium hydroxide (1.4 g, 24 mmol),methanol (50 mL), and water (5 mL) is stirred at reflux 3 hr. The mixture is concentrated, and product partitioned between 1M aqueous hydrochloric acid (50 mL) and ethyl acetate (3×75 mL). The combined extracts are dried over anhydrous magnesium sulfate, filtered and concentrated. The residue is taken up in methanol (50 mL), 2 mL concentrated sulfuric acid is added,...